This data is from the Open Reaction Database (ORD), a public repository of structured organic reaction records. The task is: describe an organic reaction: reactants, conditions, products, and yield The reactants are CCc1nc(CCl)co1, CCOP(OCC)OCC. The product is CCOP(=O)(Cc1coc(CC)n1)OCC. As a reaction SMILES: [Cl:1][CH2:2][c:3]1[n:4][c:5]([CH2:8][CH3:9])[o:6][cH:7]1.[P:10]([O:11][CH2:12][CH3:13])([O:14][CH2:15][CH3:16])[O:17][CH2:18][CH3:19]>>[CH2:2]([c:3]1[n:4][c:5]([CH2:8][CH3:9])[o:6][cH:7]1)[P:10]([O:11][CH2:12][CH3:13])([O:14][CH2:15][CH3:16])=[O:17]. RXN SMILES: [CH3:18][c:19]1[n:20][nH:21][c:22]([CH3:24])[cH:23]1.[CH3:25][C:26]#[N:27].[Cl:1][c:2]1[n:3][c:4]([NH:11][CH:12]2[CH2:13][CH2:14][CH2:15][CH2:16][CH2:17]2)[c:5]2[n:6][cH:7][nH:8][c:9]2[n:10]1.[OH2:28]>>[c:2]1(-[n:20]2[c:19]([CH3:18])[cH:23][c:22]([CH3:24])[n:21]2)[n:3][c:4]([NH:11][CH:12]2[CH2:13][CH2:14][CH2:15][CH2:16][CH2:17]2)[c:5]2[n:6][cH:7][nH:8][c:9]2[n:10]1. Starting materials: Cc1cc(C)[nH]n1, CC#N, Clc1nc(NC2CCCCC2)c2nc[nH]c2n1, O. Yields the product Cc1cc(C)n(-c2nc(NC3CCCCC3)c3nc[nH]c3n2)n1. The product is C(C(C)C)(=O)OCCOC(C1=CC(=CC(=C1)N)N)=O (2-(3,5-Diaminobenzoyloxy)ethyl isobutyrate). Reaction SMILES: [C:1]([O:6][CH2:7][CH2:8][O:9][C:10](=[O:23])[C:11]1[CH:16]=[C:15]([N+:17]([O-])=O)[CH:14]=[C:13]([N+:20]([O-])=O)[CH:12]=1)(=[O:5])[CH:2]([CH3:4])[CH3:3].[H][H]>[C].[Pd].C(O)C>[C:1]([O:6][CH2:7][CH2:8][O:9][C:10](=[O:23])[C:11]1[CH:12]=[C:13]([NH2:20])[CH:14]=[C:15]([NH2:17])[CH:16]=1)(=[O:5])[CH:2]([CH3:4])[CH3:3] |f:2.3|. The reagents and catalysts are [C].[Pd] (palladium carbon). Run in C(C)O (ethanol). Run at temperature 7 celsius, time 100 minute. Procedure details: 9 g of 5% palladium carbon, 90 g (0.27 mol) of 2-(3,5-dinitrobenzoyloxy)ethyl isobutyrate (compound 3) and 900 ml of ethanol were placed in a 5-l autoclave equipped with a thermocouple thermometer and a mixing blade, and the autoclave was sealed. The atmosphere inside the autoclave was replaced by hydrogen and the hydrogen pressure was increased to 5 kg/cm2. The autoclave contents were stirred at room temperature (7° C.). 10 minutes later, the autoclave inside temperature rose to 34° C. and the ... The reactants are C(C(C)C)(=O)OCCOC(C1=CC(=CC(=C1)[N+](=O)[O-])[N+](=O)[O-])=O (2-(3,5-dinitrobenzoyloxy)ethyl isobutyrate), [H][H] (hydrogen), [H][H] (hydrogen), C(C(C)C)(=O)OCCOC(C1=CC(=CC(=C1)[N+](=O)[O-])[N+](=O)[O-])=O (2-(3,5-dinitrobenzoyloxy)ethyl isobutyrate), [H][H] (hydrogen), [H][H] (Hydrogen). Starting materials: ClC1=NN2C(C(=CC=C2)C2=CC=C(C=C2)S(=O)(=O)C)=N1 (2-chloro-8-(4-methanesulfonyl-phenyl)-[1,2,4]triazolo[1,5-a]pyridine), NC=1C=C(C=CC1)N1CCN(CC1)CC(C)(O)C (1-[4-(3-amino-phenyl)-piperazin-1-yl]-2-methyl-propan-2-ol), C1(CCCCC1)P(C1=C(C=CC=C1)C1=C(C=CC=C1)P(C1CCCCC1)C1CCCCC1)C1CCCCC1 (2,2′-bis-dicyclohexylphosphanyl-biphenyl). Yields the product CS(=O)(=O)C1=CC=C(C=C1)C=1C=2N(C=CC1)N=C(N2)NC=2C=C(C=CC2)N2CCN(CC2)CC(C)(O)C (1-(4-{3-[8-(4-Methanesulfonyl-phenyl)-[1,2,4]triazolo[1,5-a]pyridin-2-ylamino]-phenyl}-piperazin-1-yl)-2-methyl-propan-2-ol), foam. Yield: 68.0%. Reaction SMILES: Cl[C:2]1[N:20]=[C:5]2[C:6]([C:10]3[CH:15]=[CH:14][C:13]([S:16]([CH3:19])(=[O:18])=[O:17])=[CH:12][CH:11]=3)=[CH:7][CH:8]=[CH:9][N:4]2[N:3]=1.[NH2:21][C:22]1[CH:23]=[C:24]([N:28]2[CH2:33][CH2:32][N:31]([CH2:34][C:35]([CH3:38])([OH:37])[CH3:36])[CH2:30][CH2:29]2)[CH:25]=[CH:26][CH:27]=1.C1(P(C2CCCCC2)C2C=CC=CC=2C2C=CC=CC=2P(C2CCCCC2)C2CCCCC2)CCCCC1>>[CH3:19][S:16]([C:13]1[CH:14]=[CH:15][C:10]([C:6]2[C:5]3[N:4]([N:3]=[C:2]([NH:21][C:22]4[CH:23]=[C:24]([N:28]5[CH2:29][CH2:30][N:31]([CH2:34][C:35]([CH3:38])([OH:37])[CH3:36])[CH2:32][CH2:33]5)[CH:25]=[CH:26][CH:27]=4)[N:20]=3)[CH:9]=[CH:8][CH:7]=2)=[CH:11][CH:12]=1)(=[O:18])=[O:17]. Reported procedure: 1-(4-{3-[8-(4-Methanesulfonyl-phenyl)-[1,2,4]triazolo[1,5-a]pyridin-2-ylamino]-phenyl}-piperazin-1-yl)-2-methyl-propan-2-ol was prepared from 2-chloro-8-(4-methanesulfonyl-phenyl)-[1,2,4]triazolo[1,5-a]pyridine (100.0 mg, 0.3249 mmol) and 1-[4-(3-amino-phenyl)-piperazin-1-yl]-2-methyl-propan-2-ol (89.0 mg, 0.357 mmol) with 2,2′-bis-dicyclohexylphosphanyl-biphenyl (36.0 mg, 0.0658 mmol) as the ligand in a manner analogous to Example 2d. Product isolated as a yellow foam (0.117 g, 68%). 1H NMR (40... Starting materials: C(CC(=O)C)(=O)OCC (ethyl acetoacetate), [OH-].[Na+] (sodium hydroxide), [OH-].[Na+] (sodium hydroxide), C1(=CC(=CC=C1)C(=O)Cl)C (m-toluoyl chloride), [Na] (sodium), C1(=CC(=CC=C1)C(=O)CC(CC(=O)OCC)=O)C (ethyl m-toluoylacetoacetate), [Cl-].[NH4+] (ammonium chloride). The solvent is O (water), C1=CC=CC=C1 (benzene). Product: C1(=CC(=CC=C1)C(=O)CC(=O)OCC)C (ethyl m-toluoylacetate). Isolated yield 17.5%. As a reaction SMILES: [C:1]([O:7][CH2:8][CH3:9])(=[O:6])[CH2:2][C:3]([CH3:5])=[O:4].[OH-].[Na+].[C:12]1([CH3:21])[CH:17]=C[CH:15]=[C:14](C(Cl)=O)[CH:13]=1.[Na].C1(C)C=CC=C(C(CC(=O)CC(OCC)=O)=O)C=1.[Cl-].[NH4+]>O.C1C=CC=CC=1>[C:12]1([CH3:21])[CH:13]=[CH:14][CH:15]=[C:5]([C:3]([CH2:2][C:1]([O:7][CH2:8][CH3:9])=[O:6])=[O:4])[CH:17]=1 |f:1.2,6.7,^1:21|. Reported procedure: To a cold (5° C.) mixture of 137.5 g (1.05 mole) of ethyl acetoacetate, 175 ml. of benzene, 325 ml. of water, and 45.8 ml. of 33% sodium hydroxide was added simultaneously 221.05 g (1.430 mole) of m-toluoyl chloride and 190 ml. of 33% sodium hydroxide as described in Example 4. The aqueous solution of sodium salt of ethyl m-toluoylacetoacetate was stirred with 56.3 g of ammonium chloride overnight and worked up as described in Example 4 to give 38.0 g (17%) of crude ethyl m-toluoylacetate after ... Reactants: COc1ccc(Nc2nc(N3CCCCC3)ncc2-c2nc(C)nc(SC)n2)cn1, N, C1COCCO1. Yields the product COc1ccc(Nc2nc(N3CCCCC3)ncc2-c2nc(C)nc(N)n2)cn1. As a reaction SMILES: [CH3:1][O:2][c:3]1[cH:4][cH:5][c:6]([NH:9][c:10]2[n:11][c:12]([N:25]3[CH2:26][CH2:27][CH2:28][CH2:29][CH2:30]3)[n:13][cH:14][c:15]2-[c:16]2[n:17][c:18]([S:23][CH3:24])[n:19][c:20]([CH3:22])[n:21]2)[cH:7][n:8]1.[NH3:31].[O:32]1[CH2:33][CH2:34][O:35][CH2:36][CH2:37]1>>[CH3:1][O:2][c:3]1[cH:4][cH:5][c:6]([NH:9][c:10]2[n:11][c:12]([N:25]3[CH2:26][CH2:27][CH2:28][CH2:29][CH2:30]3)[n:13][cH:14][c:15]2-[c:16]2[n:17][c:18]([NH2:31])[n:19][c:20]([CH3:22])[n:21]2)[cH:7][n:8]1. Reactants: O=C([O-])O, CCCCc1cc(Cl)cc(Oc2c(Cl)ccc(CNC(=O)c3c(Cl)ncn3COCC[Si](C)(C)C)c2F)c1, CCOC(C)=O, ClCCl, O=C(O)C(F)(F)F, [Na+]. Yields the product CCCCc1cc(Cl)cc(Oc2c(Cl)ccc(CNC(=O)c3[nH]cnc3Cl)c2F)c1. RXN SMILES: [C:46](=[O:47])([OH:48])[O-:49].[CH2:1]([CH2:2][CH2:3][CH3:4])[c:5]1[cH:6][c:7]([O:12][c:13]2[c:14]([F:38])[c:15]([CH2:20][NH:21][C:22](=[O:23])[c:24]3[c:25]([Cl:37])[n:26][cH:27][n:28]3[CH2:29][O:30][CH2:31][CH2:32][Si:33]([CH3:34])([CH3:35])[CH3:36])[cH:16][cH:17][c:18]2[Cl:19])[cH:8][c:9]([Cl:11])[cH:10]1.[CH3:54][CH2:55][O:56][C:57]([CH3:58])=[O:59].[Cl:51][CH2:52][Cl:53].[F:39][C:40]([F:41])([F:42])[C:43]([OH:44])=[O:45].[Na+:50]>>[CH2:1]([CH2:2][CH2:3][CH3:4])[c:5]1[cH:6][c:7]([O:12][c:13]2[c:14]([F:38])[c:15]([CH2:20][NH:21][C:22](=[O:23])[c:24]3[c:25]([Cl:37])[n:26][cH:27][nH:28]3)[cH:16][cH:17][c:18]2[Cl:19])[cH:8][c:9]([Cl:11])[cH:10]1. Reactants: ClC1=CC2=C(N(C(=N2)CCl)[C@@H]2CS(CC2)(=O)=O)C=C1 (5-chloro-2-chloromethyl-1-((S)-1,1-dioxo-tetrahydro-1λ6-thiophen-3-yl)-1H-benzoimidazole), CS(=O)(=O)C1=NNC2=CN=CC=C21 (3-(methylsulfonyl)-1H-pyrazolo[3,4-c]pyridine), C(=O)([O-])[O-].[Cs+].[Cs+] (Cs2CO3). Solvent: CN(C)C=O (DMF). Reaction conditions: time 1 hour. Yields the product ClC1=CC2=C(N(C(=N2)CN2N=C(C=3C2=CN=CC3)S(=O)(=O)C)[C@H]3CS(CC3)(=O)=O)C=C1 (1-({5-chloro-1-[(3R)-1,1-dioxidotetrahydrothiophen-3-yl]-1H-benzimidazol-2-yl}methyl)-3-(methylsulfonyl)-1H-pyrazolo[3,4-c]pyridine). The yield is 34.7%. As a reaction SMILES: [Cl:1][C:2]1[CH:19]=[CH:18][C:5]2[N:6]([C@H:11]3[CH2:15][CH2:14][S:13](=[O:17])(=[O:16])[CH2:12]3)[C:7]([CH2:9]Cl)=[N:8][C:4]=2[CH:3]=1.[CH3:20][S:21]([C:24]1[C:32]2[C:27](=[CH:28][N:29]=[CH:30][CH:31]=2)[NH:26][N:25]=1)(=[O:23])=[O:22].C([O-])([O-])=O.[Cs+].[Cs+]>CN(C=O)C>[Cl:1][C:2]1[CH:19]=[CH:18][C:5]2[N:6]([C@@H:11]3[CH2:15][CH2:14][S:13](=[O:17])(=[O:16])[CH2:12]3)[C:7]([CH2:9][N:26]3[C:27]4=[CH:28][N:29]=[CH:30][CH:31]=[C:32]4[C:24]([S:21]([CH3:20])(=[O:22])=[O:23])=[N:25]3)=[N:8][C:4]=2[CH:3]=1 |f:2.3.4|. Procedure: A mixture of compound 5-chloro-2-chloromethyl-1-((S)-1,1-dioxo-tetrahydro-1λ6-thiophen-3-yl)-1H-benzoimidazole(115 mg, 0.36 mmol), 3-(methylsulfonyl)-1H-pyrazolo[3,4-c]pyridine (60 mg, 0.36 mmol) and Cs2CO3 (236 mg, 0.76 mmol) in 4 mL of DMF was stirred at room temperature for 1 h. The mixture was filtered, the filtrate was collected, then to the filtrate was added oxone (300 mg). The mixture was stirred for 4 hrs and purified by prep-HPLC to give the product (60 mg, yield: 34.6%) as an off-whit...